This data is from the Open Reaction Database (ORD), a public repository of structured organic reaction records. The task is: describe an organic reaction: reactants, conditions, products, and yield Starting materials: CCOS(=O)(=O)OC(C)C1C(=O)N2C(C(=O)OC)=C(SC=CNC(C)=O)CC12, CC(=O)[O-], CCO, [K+]. Yields the product CC=C1C(=O)N2C(C(=O)OC)=C(SC=CNC(C)=O)CC12. As a reaction SMILES: [C:1]([CH3:2])(=[O:3])[NH:4][CH:5]=[CH:6][S:7][C:8]1=[C:9]([C:25](=[O:26])[O:27][CH3:28])[N:10]2[C:11](=[O:24])[CH:12]([CH:15]([CH3:16])[O:17][S:18]([O:19][CH2:20][CH3:21])(=[O:22])=[O:23])[CH:13]2[CH2:14]1.[CH3:30][C:31](=[O:32])[O-:33].[CH3:34][CH2:35][OH:36].[K+:29]>>[C:1]([CH3:2])(=[O:3])[NH:4][CH:5]=[CH:6][S:7][C:8]1=[C:9]([C:25](=[O:26])[O:27][CH3:28])[N:10]2[C:11](=[O:24])[C:12](=[CH:15][CH3:16])[CH:13]2[CH2:14]1. Starting materials: C(C1=CC=CC=C1)OC=1C=C2C(=C(NC2=CC1)C1=CC(=CC(=C1)C)C)CCN1C(C2=CC=CC=C2C1=O)=O (2-[2-[5-benzyloxy-2-(3,5-dimethylphenyl)-1H-indol-3-yl]ethyl]isoindole-1,3-dione), [H][H] (hydrogen). The reagents and catalysts are [Pd] (palladium on carbon). The solvent is C(C)(=O)OCC (ethyl acetate). The product is CC=1C=C(C=C(C1)C)C=1NC2=CC=C(C=C2C1CCN1C(C2=CC=CC=C2C1=O)=O)O (2-[2-[2-(3,5-dimethylphenyl)-5-hydroxy-1H-indol-3-yl]ethyl]isoindole-1,3-dione). RXN SMILES: C([O:8][C:9]1[CH:10]=[C:11]2[C:15](=[CH:16][CH:17]=1)[NH:14][C:13]([C:18]1[CH:23]=[C:22]([CH3:24])[CH:21]=[C:20]([CH3:25])[CH:19]=1)=[C:12]2[CH2:26][CH2:27][N:28]1[C:36](=[O:37])[C:35]2[C:30](=[CH:31][CH:32]=[CH:33][CH:34]=2)[C:29]1=[O:38])C1C=CC=CC=1.[H][H]>C(OCC)(=O)C.[Pd]>[CH3:25][C:20]1[CH:19]=[C:18]([C:13]2[NH:14][C:15]3[C:11]([C:12]=2[CH2:26][CH2:27][N:28]2[C:36](=[O:37])[C:35]4[C:30](=[CH:31][CH:32]=[CH:33][CH:34]=4)[C:29]2=[O:38])=[CH:10][C:9]([OH:8])=[CH:17][CH:16]=3)[CH:23]=[C:22]([CH3:24])[CH:21]=1. Procedure details: To a stirred solution of 2-[2-[5-benzyloxy-2-(3,5-dimethylphenyl)-1H-indol-3-yl]ethyl]isoindole-1,3-dione (510 mg in 20 mL dry ethyl acetate was added 197 mg of 10% palladium on carbon catalyst. The reaction flask was fitted with a hydrogen balloon, evacuated and recharged with hydrogen (3 times) and stirred at room temperature. After 37 hours the reaction was flushed with nitrogen, filtered over diatomaceous earth and concentrated in vacuo to provide the crude title compound (418 mg). As a reaction SMILES: [CH2:15]([Cl:16])[Cl:17].[O:18]=[Mn:19]=[O:20].[n:1]1[c:2]([CH2:13][OH:14])[cH:3][n:4]2[c:5]1[s:6][c:7]1[c:8]2[cH:9][cH:10][cH:11][cH:12]1>>[n:1]1[c:2]([CH:13]=[O:14])[cH:3][n:4]2[c:5]1[s:6][c:7]1[c:8]2[cH:9][cH:10][cH:11][cH:12]1. Yields the product O=Cc1cn2c(n1)sc1ccccc12. Starting materials: ClCCl, O=[Mn]=O, OCc1cn2c(n1)sc1ccccc12. Starting materials: C(C)(=O)OC(C)C=1C(=CC2=CC(=CC=C2C1C1=CC=CC=C1)OCC1=CC=CC=C1)CO[Si](C1=CC=CC=C1)(C1=CC=CC=C1)C(C)(C)C (3-(1-Acetoxyethyl)-7-benzyloxy-2(tert-butyldiphenylsilyloxymethyl)-4-phenylnaphthalene), [N+](CCCC)(CCCC)(CCCC)CCCC.[F-] (n-Bu4NF). Reagents/catalysts: CC(=O)O (HOAc). Run in C1CCOC1 (THF). Run at temperature 0 celsius, time 2 hour. Yields the product C(C)(=O)OC(C)C=1C(=CC2=CC(=CC=C2C1C1=CC=CC=C1)OCC1=CC=CC=C1)CO (3-(1-Acetoxyethyl)-7-benzyloxy-2-hydroxymethyl-4-phenylnaphthalene). RXN SMILES: [C:1]([O:4][CH:5]([C:7]1[C:8]([CH2:31][O:32][Si](C(C)(C)C)(C2C=CC=CC=2)C2C=CC=CC=2)=[CH:9][C:10]2[C:15]([C:16]=1[C:17]1[CH:22]=[CH:21][CH:20]=[CH:19][CH:18]=1)=[CH:14][CH:13]=[C:12]([O:23][CH2:24][C:25]1[CH:30]=[CH:29][CH:28]=[CH:27][CH:26]=1)[CH:11]=2)[CH3:6])(=[O:3])[CH3:2].[N+](CCCC)(CCCC)(CCCC)CCCC.[F-]>C1COCC1.CC(O)=O>[C:1]([O:4][CH:5]([C:7]1[C:8]([CH2:31][OH:32])=[CH:9][C:10]2[C:15]([C:16]=1[C:17]1[CH:22]=[CH:21][CH:20]=[CH:19][CH:18]=1)=[CH:14][CH:13]=[C:12]([O:23][CH2:24][C:25]1[CH:30]=[CH:29][CH:28]=[CH:27][CH:26]=1)[CH:11]=2)[CH3:6])(=[O:3])[CH3:2] |f:1.2|. Procedure details: To a solution of the crude ether from Step 5 in THF (10 mL) at 0° C. was added HOAc, (4 drops) followed by n-Bu4NF (1M, THF, 1.4 mL). The reaction mixture was stirred 2 hr at 0° C. then quenched with a saturated solution of NH4Cl and diluted with Et2O. The organic phase was washed with H2O, brine, dried over MgSO4, and the solvent evaporated. The residue was purified by chromatography on silica gel using hexane/EtOAc 7:3 to give the title product. Starting materials: CCOC(=O)Cl, ClCCl, [K+], [K+], NC1CCCCC1O, O=C([O-])[O-]. Product: CCOC(=O)NC1CCCCC1O. RXN SMILES: [CH2:9]([CH3:10])[O:11][C:12](=[O:13])[Cl:14].[Cl:21][CH2:22][Cl:23].[K+:15].[K+:16].[NH2:1][CH:2]1[CH:3]([OH:8])[CH2:4][CH2:5][CH2:6][CH2:7]1.[O-:17][C:18]([O-:19])=[O:20]>>[NH:1]([CH:2]1[CH:3]([OH:8])[CH2:4][CH2:5][CH2:6][CH2:7]1)[C:12]([O:11][CH2:9][CH3:10])=[O:13]. Isolated yield 17.6%. Starting materials: C1(CCCCC1)N(C(=O)NC=1SC(=CN1)C=O)C1CCCCC1 (1,1-dicyclohexyl-3-(5-formyl-thiazol-2-yl)-urea), Cl.O=S1(CCNCC1)=O (1,1-dioxo-thiomorpholine hydrochloride), C(C)(=O)O[BH-](OC(C)=O)OC(C)=O.[Na+] (sodium triacetoxyborohydride). Product: C1(CCCCC1)N(C(=O)NC=1SC(=CN1)CN1CCS(CC1)(=O)=O)C1CCCCC1 (1,1-Dicyclohexyl-3-[5-(1,1-dioxo-thiomorpholin-4-ylmethyl)-thiazol-2-yl]-urea). Procedure details: Prepared as described in general procedure (P) using 1,1-dicyclohexyl-3-(5-formyl-thiazol-2-yl)-urea (67 mg. 0.20 mmol), 1,1-dioxo-thiomorpholine hydrochloride (52 mg, 0.30 mmol) and sodium triacetoxyborohydride (51 mg, 0.24 mmol) to afford 16 mg (18%) of the desired product after purification. As a reaction SMILES: [CH:1]1([N:7]([CH:18]2[CH2:23][CH2:22][CH2:21][CH2:20][CH2:19]2)[C:8]([NH:10][C:11]2[S:12][C:13]([CH:16]=O)=[CH:14][N:15]=2)=[O:9])[CH2:6][CH2:5][CH2:4][CH2:3][CH2:2]1.Cl.[O:25]=[S:26]1(=[O:32])[CH2:31][CH2:30][NH:29][CH2:28][CH2:27]1.C(O[BH-](OC(=O)C)OC(=O)C)(=O)C.[Na+]>>[CH:1]1([N:7]([CH:18]2[CH2:23][CH2:22][CH2:21][CH2:20][CH2:19]2)[C:8]([NH:10][C:11]2[S:12][C:13]([CH2:16][N:29]3[CH2:30][CH2:31][S:26](=[O:32])(=[O:25])[CH2:27][CH2:28]3)=[CH:14][N:15]=2)=[O:9])[CH2:6][CH2:5][CH2:4][CH2:3][CH2:2]1 |f:1.2,3.4|. Reactants: C(C)(C)(C)OC(=O)N1CCN(CC1)S(=O)(=O)C=1SC=CC1 (4-(2-Thiophenesulfonyl)-piperazine-1-carboxylic acid tert-butyl ester), Cl (HCl). Solvent: CO (methanol), ClCCl (dichloromethane), C(C)OCC (diethyl ether). Conditions: time 8 hour. The product is Cl.S1C(=CC=C1)S(=O)(=O)N1CCNCC1 (4-(2-thiophenesulfonyl)-piperazine hydrochloride salt). Reaction SMILES: C(OC([N:8]1[CH2:13][CH2:12][N:11]([S:14]([C:17]2[S:18][CH:19]=[CH:20][CH:21]=2)(=[O:16])=[O:15])[CH2:10][CH2:9]1)=O)(C)(C)C.[ClH:22]>CO.ClCCl.C(OCC)C>[ClH:22].[S:18]1[CH:19]=[CH:20][CH:21]=[C:17]1[S:14]([N:11]1[CH2:10][CH2:9][NH:8][CH2:13][CH2:12]1)(=[O:16])=[O:15] |f:5.6|. Procedure: 4-(2-Thiophenesulfonyl)-piperazine-1-carboxylic acid tert-butyl ester (759 mg) was dissolved in methanol (10 ml) and dichloromethane (5 ml), 2M HCl in diethyl ether (11.4 ml) was added and the reaction mixture was stirred at room temperature overnight, then cooled in ice bath, the resulted precipitate was filtered, washed with ether to yield 4-(2-thiophenesulfonyl)-piperazine hydrochloride salt (529 mg).